This data is from the Open Reaction Database (ORD), a public repository of structured organic reaction records. The task is: describe an organic reaction: reactants, conditions, products, and yield The reactants are C1(CCCCC1)N(C(=O)NC=1SC=C(N1)CBr)C1CCCCC1 (1,1-dicyclohexyl-3-(4-bromomethyl-thiazol-2-yl)urea), SC1=NC=CC=C1 (2-mercaptopyridine). Product: C1(CCCCC1)N(C(=O)NC=1SC=C(N1)CSC1=NC=CC=C1)C1CCCCC1 (1,1-Dicyclohexyl-3-[4-(pyridin-2-ylsulfanylmethyl)-thiazol-2-yl]urea). RXN SMILES: [CH:1]1([N:7]([CH:18]2[CH2:23][CH2:22][CH2:21][CH2:20][CH2:19]2)[C:8]([NH:10][C:11]2[S:12][CH:13]=[C:14]([CH2:16]Br)[N:15]=2)=[O:9])[CH2:6][CH2:5][CH2:4][CH2:3][CH2:2]1.[SH:24][C:25]1[CH:30]=[CH:29][CH:28]=[CH:27][N:26]=1>>[CH:1]1([N:7]([CH:18]2[CH2:23][CH2:22][CH2:21][CH2:20][CH2:19]2)[C:8]([NH:10][C:11]2[S:12][CH:13]=[C:14]([CH2:16][S:24][C:25]3[CH:30]=[CH:29][CH:28]=[CH:27][N:26]=3)[N:15]=2)=[O:9])[CH2:6][CH2:5][CH2:4][CH2:3][CH2:2]1. Procedure: Prepared as described in general procedure (L) from 1,1-dicyclohexyl-3-(4-bromomethyl-thiazol-2-yl)urea and 2-mercaptopyridine. Starting materials: O=C([O-])[O-], C#CCBr, C1COCCN1, CC#N, [K+], [K+]. Yields the product C#CCN1CCOCC1. As a reaction SMILES: [C:7](=[O:8])([O-:9])[O-:10].[CH2:13]([C:14]#[CH:15])[Br:16].[CH2:1]1[CH2:2][O:3][CH2:4][CH2:5][NH:6]1.[CH3:17][C:18]#[N:19].[K+:11].[K+:12]>>[CH2:1]1[CH2:2][O:3][CH2:4][CH2:5][N:6]1[CH2:15][C:14]#[CH:13]. Reactants: [Cr](=O)(=O)([O-])Cl.[NH+]1=CC=CC=C1 (pyridinium chlorochromate), ClC1=CC=C(C=C1)CCCCO (4-(4-chlorophenyl)butanol). Solvent: C(Cl)Cl (CH2Cl2). Conditions: time 2 hour. The product is ClC1=CC=C(C=C1)CCCC=O (4-(4-chlorophenyl)butanal). RXN SMILES: [Cr](Cl)([O-])(=O)=O.[NH+]1C=CC=CC=1.[Cl:12][C:13]1[CH:18]=[CH:17][C:16]([CH2:19][CH2:20][CH2:21][CH2:22][OH:23])=[CH:15][CH:14]=1>C(Cl)Cl>[Cl:12][C:13]1[CH:14]=[CH:15][C:16]([CH2:19][CH2:20][CH2:21][CH:22]=[O:23])=[CH:17][CH:18]=1 |f:0.1|. Reported procedure: To a suspension of pyridinium chlorochromate (PCC) (5 g) in CH2Cl2 (200 mL) and 4 angstrom molecule sieves (5 g) was added the alcohol (2 g) (Step II). The mixture was stirred 2 hr at RT, filtered through celite and evaporated. Flash chromatography using 25% ethyl acetate in hexane afforded the title compound.